The task is: describe an organic reaction: reactants, conditions, products, and yield. This data is from the Open Reaction Database (ORD), a public repository of structured organic reaction records. Starting materials: NC1=NC=C(C#N)C(=C1)Cl (6-Amino-4-chloronicotinonitrile), NC1=NC=C(C#N)C(=C1)Cl (6-Amino-4-chloronicotinonitrile), CCO (EtOH), CN1CCCC1=O (NMP), [H-].[Na+] (NaH). Solvent: CCOC(=O)C (EtOAc). Run at temperature 70 celsius. The product is NC1=NC=C(C#N)C(=C1)OCC (6-amino-4-ethoxynicotinonitrile). As a reaction SMILES: [NH2:1][C:2]1[CH:9]=[C:8](Cl)[C:5]([C:6]#[N:7])=[CH:4][N:3]=1.[CH3:11][CH2:12][OH:13].CN1C(=O)CCC1.[H-].[Na+]>CCOC(C)=O>[NH2:1][C:2]1[CH:9]=[C:8]([O:13][CH2:12][CH3:11])[C:5]([C:6]#[N:7])=[CH:4][N:3]=1 |f:3.4|. Procedure details: 6-Amino-4-chloronicotinonitrile (intermediate 16, 40 mg, 0.260 mmol) and EtOH (0.076 ml, 1.302 mmol) were charged into a sealed vial. NMP (1.5 ml) was added to the mixture at room temperature followed by NaH (60% dispersion in mineral oil, 62.5 mg, 1.56 mmol). The mixture was then heated at 70° C. for 2.5 days. The reaction mixture was diluted in EtOAc and washed with water (2×) and brine. The org. layer was dried over Na2SO4, filtered and concentrated under vacuum. The crude material was purifi... Starting materials: ( 1 ), BrCCN1N=CC=C1 (1-(2-bromoethyl)pyrazole), C(CN)N (ethylenediamine). Run in O1CCCC1 (tetrahydrofuran), O (water). Product: N1(N=CC=C1)CCN=CCN (2-[2-(pyrazol-1-yl)ethylimino]ethylamine). Yield: 50.0%. As a reaction SMILES: Br[CH2:2][CH2:3][N:4]1[CH:8]=[CH:7][CH:6]=[N:5]1.[CH2:9]([NH2:12])[CH2:10][NH2:11]>O1CCCC1.O>[N:4]1([CH2:3][CH2:2][N:11]=[CH:10][CH2:9][NH2:12])[CH:8]=[CH:7][CH:6]=[N:5]1. Reported procedure: A solution of 1-(2-bromoethyl)pyrazole [6d] (12 mmol) in tetrahydrofuran was added dropwise to a solution of ethylenediamine (0.24 mol) in water. The mixture was refluxed for 4 hours. The THF was removed under vacuum and the water phase was washed with dichloromethane. After drying under vacuum resulted a yellow oil which was formulated as pz(CH2)2NH(CH2)2NH2 (1). Yield: 50% The reactants are O1C=C[C@@H](O)[C@H](O)[C@H]1CO (glucal), C(C1=CC=CC=C1)(=O)OC=C (vinyl benzoate). The solvent is O1CCCC1 (tetrahydrofuran). Product: C(C1=CC=CC=C1)(=O)OC[C@@H]1[C@H]([C@@H](C=CO1)O)O (6-O-benzoylglucal). Reaction SMILES: [O:1]1[C@H:8]([CH2:9][OH:10])[C@@H:6]([OH:7])[C@H:4]([OH:5])[CH:3]=[CH:2]1.[C:11](OC=C)(=[O:18])[C:12]1[CH:17]=[CH:16][CH:15]=[CH:14][CH:13]=1>O1CCCC1>[C:11]([O:10][CH2:9][C@H:8]1[O:1][CH:2]=[CH:3][C@@H:4]([OH:5])[C@@H:6]1[OH:7])(=[O:18])[C:12]1[CH:17]=[CH:16][CH:15]=[CH:14][CH:13]=1. Procedure details: 1.0 g (6.85 mmol) of glucal is taken up in 1.5-2.0 ml of tetrahydrofuran and 3-5 ml of vinyl benzoate and stirred with 1 g of lipase from Candida cylindracea (Amano AY-20) at room temperature for 6 h. Filtering off the enzyme, concentration of the solution in vacuo, taking up the residue in ethyl acetate and extracting it with aqueous NaHCO3 solution, and subsequent chromatography on silica gel (ethyl acetate/hexane 1:1) result in 1.20 g (70%) of the desired 6-O-benzoylglucal. The reactants are O=C=NC1CC(CN=C=O)(CC(C1)(C)C)C (isophorone diisocyanate), C(C)(C)(C)C1=C(C(=CC(=C1)C)C(C)(C)C)O (2,6-di-t-butyl-4-methylphenol), diol, C1CO1 (ethylene oxide), C1C(CC)O1 (1.2-butylene oxide). Run at time 5 hour. The product is C(C=C)(=O)O.NC(=O)OCC (urethane acrylate). Reaction SMILES: [O:1]=[C:2]=[N:3]C1CC(C)(C)CC(C)(CN=C=O)C1.C([C:21]1C=C(C)C=[C:23]([C:28](C)(C)C)[C:22]=1[OH:32])(C)(C)C.C1OC1.C1OC1CC>>[C:22]([OH:32])(=[O:1])[CH:23]=[CH2:28].[NH2:3][C:2]([O:32][CH2:22][CH3:21])=[O:1] |f:4.5|. Reported procedure: To a reaction vessel equipped with a stirrer, 100 gm of ARONIX M113 manufactured by Toagosei Chemicals, 124.7 gm of isophorone diisocyanate, 1 gm of dibutyltindilaurate, and 0.3 gm of 2,6-di-t-butyl-4-methylphenol were added. To this, 842.7 gm of a copolymerized diol of ethylene oxide and 1.2-butylene oxide [ethylene oxide:1,2-butylene oxide =2:8 (by weight)] of a number average molecular weight of 2,000 was added while maintaining the temperature in the 40° to 50° C. range, and the mixture was ... Starting materials: COC(\C=C\C=1C=C2C(CC3(CCN(CC3)C(=O)OC(C)(C)C)OC2=CC1)=O)=O ((E)-3-{1′-tert-butoxycarbonyl-4-oxo-spiro[chromane-2,4′-piperidine]-6-yl}-acrylic acid methyl ester), C1(=CC=CC=C1)N1CCC2(CC1)OC1=CC=C(C=C1C(C2)=O)Br (1′-phenyl-6-bromo-spiro[chromane-2,4′-piperidine]-4-one), C(C=C)(=O)OC (methyl acrylate). Yields the product COC(\C=C\C=1C=C2C(CC3(CCN(CC3)C3=CC=CC=C3)OC2=CC1)=O)=O ((E)-3-{1′-Phenyl-4-oxo-spiro[chromane-2,4′-piperidine]-6-yl}-acrylic acid methyl ester), product. RXN SMILES: [C:1]1([N:7]2[CH2:12][CH2:11][C:10]3([CH2:21][C:20](=[O:22])[C:19]4[C:14](=[CH:15][CH:16]=[C:17](Br)[CH:18]=4)[O:13]3)[CH2:9][CH2:8]2)[CH:6]=[CH:5][CH:4]=[CH:3][CH:2]=1.[C:24]([O:28][CH3:29])(=[O:27])[CH:25]=[CH2:26].COC(=O)/C=C/C1C=C2C(=CC=1)OC1(CCN(C(OC(C)(C)C)=O)CC1)CC2=O>>[CH3:29][O:28][C:24](=[O:27])/[CH:25]=[CH:26]/[C:17]1[CH:18]=[C:19]2[C:14](=[CH:15][CH:16]=1)[O:13][C:10]1([CH2:11][CH2:12][N:7]([C:1]3[CH:6]=[CH:5][CH:4]=[CH:3][CH:2]=3)[CH2:8][CH2:9]1)[CH2:21][C:20]2=[O:22]. Procedure details: (E)-3-{1′-Phenyl-4-oxo-spiro[chromane-2,4′-piperidine]-6-yl}-acrylic acid methyl ester was synthesized starting from 1′-phenyl-6-bromo-spiro[chromane-2,4′-piperidine]-4-one (650 mg, 1.75 mmol) and methyl acrylate (541 mg, 6.2 mmol) according to the procedure described for Intermediate 1, Step B, giving 541 mg of the product.